From a dataset of the Open Reaction Database (ORD), a public repository of structured organic reaction records. describe an organic reaction: reactants, conditions, products, and yield Starting materials: CNCCC=C1C2=C(C=CC3=C1C=CC=C3)C=CC=C2 (5-[3-(methylamino)propylidene]-5H-dibenzo[a,d]cycloheptene), BrCC(=O)OCC (ethyl bromoacetate), C([O-])([O-])=O.[K+].[K+] (potassium carbonate), CN(C=O)C (N,N-dimethylformamide). Run in O (water). Conditions: temperature 70 celsius, time 4 hour. The product is C1=CC=CC=2C(C3=C(C=CC21)C=CC=C3)=CCCN(C)CC(=O)OCC (Ethyl [N-[3-(5H-Dibenzo[a,d]cyclohepten-5-ylidene)propyl]-N-methylamino]acetate). As a reaction SMILES: [CH3:1][NH:2][CH2:3][CH2:4][CH:5]=[C:6]1[C:12]2[CH:13]=[CH:14][CH:15]=[CH:16][C:11]=2[CH:10]=[CH:9][C:8]2[CH:17]=[CH:18][CH:19]=[CH:20][C:7]1=2.Br[CH2:22][C:23]([O:25][CH2:26][CH3:27])=[O:24].C(=O)([O-])[O-].[K+].[K+].CN(C)C=O>O>[CH:16]1[C:11]2[CH:10]=[CH:9][C:8]3[CH:17]=[CH:18][CH:19]=[CH:20][C:7]=3[C:6](=[CH:5][CH2:4][CH2:3][N:2]([CH2:22][C:23]([O:25][CH2:26][CH3:27])=[O:24])[CH3:1])[C:12]=2[CH:13]=[CH:14][CH:15]=1 |f:2.3.4|. Reported procedure: A mixture of 2.61 g of 5-[3-(methylamino)propylidene]-5H-dibenzo[a,d]cycloheptene, 2.00 g of ethyl bromoacetate, 1.38 g of potassium carbonate, and 13 ml of N,N-dimethylformamide was stirred at 70° C. for 4 hours. After the reaction was completed, water was added to the reaction mixture and the mixture was then extracted with diethyl ether. The ether layer was washed with water and dried, and then the solvent was removed by distillation. The residue was purified by column chromatography on alumi... Starting materials: CCO, Cl, [Na], Sc1ccccc1, ClCc1ccccn1. Product: Cl, c1ccc(SCc2ccccn2)cc1. RXN SMILES: [CH3:18][CH2:19][OH:20].[ClH:17].[Na:8].[SH:1][c:2]1[cH:3][cH:4][cH:5][cH:6][cH:7]1.[c:9]1([CH2:15][Cl:16])[cH:10][cH:11][cH:12][cH:13][n:14]1>>[ClH:16].[S:1]([c:2]1[cH:3][cH:4][cH:5][cH:6][cH:7]1)[CH2:15][c:9]1[cH:10][cH:11][cH:12][cH:13][n:14]1. Reactants: CCCCCNC(=O)C(Cc1cccc(N2CC(=O)N(Cc3ccc(OC)cc3)S2(=O)=O)c1)NC(=O)C(Cc1ccccc1)NC(C)=O, CC#N, O=C(O)C(F)(F)F, O. The product is CCCCCNC(=O)C(Cc1cccc(N2CC(=O)NS2(=O)=O)c1)NC(=O)C(Cc1ccccc1)NC(C)=O. RXN SMILES: [C:1]([CH3:2])(=[O:3])[NH:4][CH:5]([C:6](=[O:7])[NH:8][CH:9]([CH2:10][c:11]1[cH:12][c:13]([N:17]2[S:18](=[O:32])(=[O:33])[N:19]([CH2:23][c:24]3[cH:25][cH:26][c:27]([O:28][CH3:29])[cH:30][cH:31]3)[C:20](=[O:22])[CH2:21]2)[cH:14][cH:15][cH:16]1)[C:34]([NH:35][CH2:36][CH2:37][CH2:38][CH2:39][CH3:40])=[O:41])[CH2:42][c:43]1[cH:44][cH:45][cH:46][cH:47][cH:48]1.[CH3:56][C:57]#[N:58].[F:49][C:50]([F:51])([F:52])[C:53]([OH:54])=[O:55].[OH2:59]>>[C:1]([CH3:2])(=[O:3])[NH:4][CH:5]([C:6](=[O:7])[NH:8][CH:9]([CH2:10][c:11]1[cH:12][c:13]([N:17]2[S:18](=[O:32])(=[O:33])[NH:19][C:20](=[O:22])[CH2:21]2)[cH:14][cH:15][cH:16]1)[C:34]([NH:35][CH2:36][CH2:37][CH2:38][CH2:39][CH3:40])=[O:41])[CH2:42][c:43]1[cH:44][cH:45][cH:46][cH:47][cH:48]1. The reactants are C(Cl)Cl (CH2Cl2), CNC(SC)=N (1,2-Dimethyl-isothiourea), O(C(=O)OC(C)(C)C)C(=O)OC(C)(C)C (BOC2O), C(Cl)Cl (CH2Cl2), S—Me isothiourea. The solvent is O (water), C(=O)(O)[O-].[Na+] (NaHCO3). Run at time 24 hour. The product is CN(C(S)=NC(=O)OC(C)(C)C)C (N-Methyl-N′-(tert.-butyloxycarbonyl)-methyl-isothiourea). Reaction SMILES: [CH3:1][NH:2][C:3](=[NH:6])[S:4]C.[O:7](C(OC(C)(C)C)=O)[C:8]([O:10][C:11]([CH3:14])([CH3:13])[CH3:12])=O.[CH2:22](Cl)Cl>C([O-])(O)=O.[Na+].O>[CH3:1][N:2]([CH3:22])[C:3](=[N:6][C:8]([O:10][C:11]([CH3:14])([CH3:13])[CH3:12])=[O:7])[SH:4] |f:3.4|. Procedure details: 44 (1.04 g, 10.0 mmol) and BOC2O (2.18 g, 10.0 mmol) were dissolved in a biphasic solution of CH2Cl2 (40 mL) and sat. NaHCO3 (40 mL) and the two layers stirred vigorously. After 24 h, the reaction mixture was diluted with CH2Cl2 (60 mL), water (60 mL) and the organic layer separated. The organic layer was washed with water (2×100 mL), dried (Na2SO4) and concentrated. The product oil was purified over silica gel (20% EtOAc/Hexane) to give a mixture of isomers of the product mono-BOC protected S—M... The solvent is P(=O)(Cl)(Cl)Cl (phosphorous oxychloride), P(=O)(Cl)(Cl)Cl (phosphorous oxychloride). The product is C(CCC)N1N=C(C=2C1=NC(=NC2Cl)C2=C(C=CC=C2)F)C (1-Butyl-4-chloro-6-(2-fluoro-phenyl)-3-methyl-1H-pyrazolo[3,4-d]pyrimidine). The reactants are ice water, C(CCC)N1N=C(C2=C1N=C(NC2=O)C2=C(C=CC=C2)F)C (1-Butyl-6-(2-fluoro-phenyl)-3-methyl-1,5-dihydro-pyrazolo[3,4-d]pyrimidin-4-one), C(Cl)(Cl)Cl (chloroform). Reaction SMILES: [CH2:1]([N:5]1[C:9]2[N:10]=[C:11]([C:15]3[CH:20]=[CH:19][CH:18]=[CH:17][C:16]=3[F:21])[NH:12][C:13](=O)[C:8]=2[C:7]([CH3:22])=[N:6]1)[CH2:2][CH2:3][CH3:4].C(Cl)(Cl)[Cl:24]>P(Cl)(Cl)(Cl)=O>[CH2:1]([N:5]1[C:9]2=[N:10][C:11]([C:15]3[CH:20]=[CH:19][CH:18]=[CH:17][C:16]=3[F:21])=[N:12][C:13]([Cl:24])=[C:8]2[C:7]([CH3:22])=[N:6]1)[CH2:2][CH2:3][CH3:4]. Procedure details: 1-Butyl-6-(2-fluoro-phenyl)-3-methyl-1,5-dihydro-pyrazolo[3,4-d]pyrimidin-4-one (1.23 g, 4.1 mmole) was dissolved in phosphorous oxychloride (15 ml) and heated to reflux overnight. Removed excess phosphorous oxychloride under vacuum, treated residue with ice water, extracted product into ethyl acetate, washed with water, sat'd sodium chloride, dried over sodium sulfate (anh.) and removed solvent to give crude product. Chromatographed product on silica gel eluting with chloroform to give 723 mg p... The yield is 55.0%. Reactants: C(C)(C)(C)OC(=O)N(C(C1=C(C=CC(=C1)N1S(CCC1)(=O)=O)C(=O)N1CCN(CC1)C1=NC=C(C=C1C)C1CC1)=O)C(=O)OC(C)(C)C (N,N-di-tert-butyloxycarbonyl-2-[4-(5-cyclopropyl-3-methylpyridin-2-yl)piperazine-1-carbonyl]-5-(1,1-dioxo-1λ6-isothiazolidin-2-yl)benzamide), N1CCCC1 (pyrrolidine). Yields the product C1(CC1)C=1C=C(C(=NC1)N1CCN(CC1)C(=O)C1=C(C=C(C=C1)N1S(CCC1)(=O)=O)C(=O)N1CCCC1)C ([4-(5-cyclopropyl-3-methylpyridin-2-yl)piperazin-1-yl][4-(1,1-dioxo-1λ6-isothiazolidin-2-yl)-2-(pyrrolidine-1-carbonyl)phenyl]methanone). RXN SMILES: C(O[C:6]([N:8](C(OC(C)(C)C)=O)[C:9](=[O:41])[C:10]1[CH:15]=[C:14]([N:16]2[CH2:20][CH2:19][CH2:18][S:17]2(=[O:22])=[O:21])[CH:13]=[CH:12][C:11]=1[C:23]([N:25]1[CH2:30][CH2:29][N:28]([C:31]2[C:36]([CH3:37])=[CH:35][C:34]([CH:38]3[CH2:40][CH2:39]3)=[CH:33][N:32]=2)[CH2:27][CH2:26]1)=[O:24])=O)(C)(C)C.N1C[CH2:52][CH2:51][CH2:50]1>>[CH:38]1([C:34]2[CH:35]=[C:36]([CH3:37])[C:31]([N:28]3[CH2:27][CH2:26][N:25]([C:23]([C:11]4[CH:12]=[CH:13][C:14]([N:16]5[CH2:20][CH2:19][CH2:18][S:17]5(=[O:22])=[O:21])=[CH:15][C:10]=4[C:9]([N:8]4[CH2:52][CH2:51][CH2:50][CH2:6]4)=[O:41])=[O:24])[CH2:30][CH2:29]3)=[N:32][CH:33]=2)[CH2:40][CH2:39]1. Reported procedure: Using N,N-di-tert-butyloxycarbonyl-2-[4-(5-cyclopropyl-3-methylpyridin-2-yl)piperazine-1-carbonyl]-5-(1,1-dioxo-1λ6-isothiazolidin-2-yl)benzamide (90 mg) described in Example 805 and pyrrolidine (13 μL) and by the reaction and treatment in the same manner as in Example 770, the title compound (59 mg) was obtained. Starting materials: BrC=1C=C(C(=NC1)N1CCCCC1)N (5-Bromo-2-(piperidin-1-yl)pyridin-3-amine), ClC1=C(C(=NC2=CC(=CC(=C12)F)F)C1=NC=CC=C1)C (4-chloro-5,7-difluoro-3-methyl-2-(pyridin-2-yl)quinoline), Cl (hydrochloric acid), O1CCOCC1 (1,4-dioxane). Run in CN1CCCC1=O (NMP), CCOC(=O)C (EtOAc). Conditions: time 4 hour. Yields the product BrC=1C=C(C(=NC1)N1CCCCC1)NC1=C(C(=NC2=CC(=CC(=C12)F)F)C1=NC=CC=C1)C (N-(5-bromo-2-(piperidin-1-yl)pyridin-3-yl)-5,7-difluoro-3-methyl-2-(pyridin-2-yl)quinolin-4-amine). Reaction SMILES: [Br:1][C:2]1[CH:3]=[C:4]([NH2:14])[C:5]([N:8]2[CH2:13][CH2:12][CH2:11][CH2:10][CH2:9]2)=[N:6][CH:7]=1.Cl[C:16]1[C:25]2[C:20](=[CH:21][C:22]([F:27])=[CH:23][C:24]=2[F:26])[N:19]=[C:18]([C:28]2[CH:33]=[CH:32][CH:31]=[CH:30][N:29]=2)[C:17]=1[CH3:34].Cl.O1CCOCC1>CN1C(=O)CCC1.CCOC(C)=O>[Br:1][C:2]1[CH:3]=[C:4]([NH:14][C:16]2[C:25]3[C:20](=[CH:21][C:22]([F:27])=[CH:23][C:24]=3[F:26])[N:19]=[C:18]([C:28]3[CH:33]=[CH:32][CH:31]=[CH:30][N:29]=3)[C:17]=2[CH3:34])[C:5]([N:8]2[CH2:13][CH2:12][CH2:11][CH2:10][CH2:9]2)=[N:6][CH:7]=1. Procedure: 5-Bromo-2-(piperidin-1-yl)pyridin-3-amine (0.0537 g, 0.210 mmol), 4-chloro-5,7-difluoro-3-methyl-2-(pyridin-2-yl)quinoline (0.0632 g, 0.217 mmol), and hydrochloric acid, 4.0M in 1,4-dioxane (0.05 mL, 0.200 mmol) were stirred in NMP (0.50 mL) then microwaved at 150° C. After an additional 4 h, the reaction was diluted with EtOAc and washed once with satd aq. sodium bicarbonate and once with brine. After drying over anhydrous sodium sulfate, filtration, and concentration, the brown residue was pur...